This data is from the Open Reaction Database (ORD), a public repository of structured organic reaction records. The task is: describe an organic reaction: reactants, conditions, products, and yield The reactants are CC(C)([O-])C.[K+] (Potassium tert-butoxide), ClC1=CC=C(C(=O)C2=CC=C(C=C2)I)C=C1 (4-chloro-4′-iodobenzophenone), [I-].C[S+](C)C (trimethylsulphonium iodide). Solvent: CS(=O)C (dimethylsulphoxide), C(C)(=O)OCC (ethyl acetate). Conditions: time 3 hour. Yields the product ClC1=CC=C(C=C1)C1(OC1)C1=CC=C(C=C1)I ((RS)-2-(4-chlorophenyl)-2-(4-iodophenyl)oxirane). Yield: 100.0%. As a reaction SMILES: [CH3:1]C(C)([O-])C.[K+].[Cl:7][C:8]1[CH:22]=[CH:21][C:11]([C:12]([C:14]2[CH:19]=[CH:18][C:17]([I:20])=[CH:16][CH:15]=2)=[O:13])=[CH:10][CH:9]=1.[I-].C[S+](C)C>CS(C)=O.C(OCC)(=O)C>[Cl:7][C:8]1[CH:22]=[CH:21][C:11]([C:12]2([C:14]3[CH:19]=[CH:18][C:17]([I:20])=[CH:16][CH:15]=3)[CH2:1][O:13]2)=[CH:10][CH:9]=1 |f:0.1,3.4|. Reported procedure: Potassium tert-butoxide (18.48 g, 165.0 mmol) was added to a rapidly stirred suspension of 4-chloro-4′-iodobenzophenone (51.38 g, 150.0 mmol) and trimethylsulphonium iodide (33.66 g, 165.0 mmol) in dimethylsulphoxide (200 ml) and the resulting mixture was stirred at room temperature for 3 hours. The mixture was diluted with ethyl acetate (500 ml), washed with water (3×500 ml) and then with brine (500 ml). The organic layer was separated and the solvent removed in vacuo to afford (RS)-2-(4-chloro...